From a dataset of the Open Reaction Database (ORD), a public repository of structured organic reaction records. describe an organic reaction: reactants, conditions, products, and yield Starting materials: CC(C)(C)OC(=O)N1CC2C(C1)C(c1ccccc1)(c1ccccc1)CCC2(F)F, Cl, C1COCCO1. Yields the product Cl, FC1(F)CCC(c2ccccc2)(c2ccccc2)C2CNCC21. As a reaction SMILES: [C:2]([O:3][C:4](=[O:5])[N:9]1[CH2:10][CH:11]2[C:12]([F:30])([F:31])[CH2:13][CH2:14][C:15]([c:18]3[cH:19][cH:20][cH:21][cH:22][cH:23]3)([c:24]3[cH:25][cH:26][cH:27][cH:28][cH:29]3)[CH:16]2[CH2:17]1)([CH3:6])([CH3:7])[CH3:8].[ClH:1].[O:32]1[CH2:33][CH2:34][O:35][CH2:36][CH2:37]1>>[ClH:1].[NH:9]1[CH2:10][CH:11]2[C:12]([F:30])([F:31])[CH2:13][CH2:14][C:15]([c:18]3[cH:19][cH:20][cH:21][cH:22][cH:23]3)([c:24]3[cH:25][cH:26][cH:27][cH:28][cH:29]3)[CH:16]2[CH2:17]1.